Dataset: the Open Reaction Database (ORD), a public repository of structured organic reaction records. Task: describe an organic reaction: reactants, conditions, products, and yield Starting materials: C(C)(C)(C)OC(C(C)N1N=C(C=C1)[N+](=O)[O-])=O ((3-nitro-pyrazol-1-yl)-propionic acid tert-butyl ester), [H][H] (hydrogen). Run in CO (methanol), [Pd] (palladium). Run at temperature 25 celsius, time 16 hour. Yields the product C(C)(C)(C)OC(C(C)N1N=C(C=C1)N)=O ((3-amino-pyrazol-1-yl)-propionic acid tert-butyl ester). Yield: 92.9%. As a reaction SMILES: [C:1]([O:5][C:6](=[O:17])[CH:7]([N:9]1[CH:13]=[CH:12][C:11]([N+:14]([O-])=O)=[N:10]1)[CH3:8])([CH3:4])([CH3:3])[CH3:2].[H][H]>CO.[Pd]>[C:1]([O:5][C:6](=[O:17])[CH:7]([N:9]1[CH:13]=[CH:12][C:11]([NH2:14])=[N:10]1)[CH3:8])([CH3:2])([CH3:3])[CH3:4]. Reported procedure: To a solution containing (3-nitro-pyrazol-1-yl)-propionic acid tert-butyl ester (2.30 g, 9.53 mmol) in methanol (100 mL), palladium, 10 wt. % on activated carbon, wet (˜300 mg) was added to the solution. The vial was charged with hydrogen gas (via balloon) and the mixture was stirred for 16 h at 25° C. The mixture was passed through a plug of celite and concentrated in vacuo to afford (3-amino-pyrazol-1-yl)-propionic acid tert-butyl ester (1.87 g, 93%) as a yellow oil which was used in the follo... Starting materials: N1(CCC2=CC=CC=C12)CCN1C[C@H](OCC1)CO ((S)-(4-(2-(Indolin-1-yl)ethyl)morpholin-2-yl)methanol), C1=CC=C(C=C1)P(C2=CC=CC=C2)C3=CC=CC=C3 (PPh3), 18s, CC(C)OC(=O)/N=N/C(=O)OC(C)C (DIAD), CC1=NC=CC=C1O (2-methyl-3-hydroxypyridine). The solvent is C1CCOC1 (THF). Conditions: time 48 hour. Yields the product N1(CCC2=CC=CC=C12)CCN1C[C@H](OCC1)COC=1C(=NC=CC1)C ((S)-4-(2-(Indolin-1-yl)ethyl)-2-(((2-methylpyridin-3-yl)oxy)methyl)morpholine), compound 26s. The yield is 71.0%. RXN SMILES: [N:1]1([CH2:10][CH2:11][N:12]2[CH2:17][CH2:16][O:15][C@H:14]([CH2:18][OH:19])[CH2:13]2)[C:9]2[C:4](=[CH:5][CH:6]=[CH:7][CH:8]=2)[CH2:3][CH2:2]1.C1C=CC(P(C2C=CC=CC=2)C2C=CC=CC=2)=CC=1.CC(OC(/N=N/C(OC(C)C)=O)=O)C.[CH3:53][C:54]1[C:59](O)=[CH:58][CH:57]=[CH:56][N:55]=1>C1COCC1>[N:1]1([CH2:10][CH2:11][N:12]2[CH2:17][CH2:16][O:15][C@H:14]([CH2:18][O:19][C:59]3[C:54]([CH3:53])=[N:55][CH:56]=[CH:57][CH:58]=3)[CH2:13]2)[C:9]2[C:4](=[CH:5][CH:6]=[CH:7][CH:8]=2)[CH2:3][CH2:2]1. Reported procedure: The title compound was synthesised in essentially the same way as compound 18s. Compound 51 (Example 10; 80 mg, 0.30 mmol) and PPh3 (120 mg, 0.46 mmol) were dissolved in dry THF (1.5 ml). Then DIAD (90 μl, 0.46 mmol) and 2-methyl-3-hydroxypyridine (50 mg, 0.46 mmol) were added. The reaction mixture was stirred at RT for 48 hrs. After this time, the solvent was removed and the crude mixture purified by flash column chromatography (silica, DCM/MeOH 1:0 to 94:6) to afford compound 26s (75 mg, 71%)....